From a dataset of the Open Reaction Database (ORD), a public repository of structured organic reaction records. describe an organic reaction: reactants, conditions, products, and yield Reactants: FC1=C(C(=CC=C1)F)CC#N (2,6-difluorobenzeneacetonitrile), Cl.N1CCOCC1 (morpholine hydrochloride), C=O (paraformaldehyde). Yields the product FC1=C(C(=CC=C1)F)C(C#N)CN1CCOCC1 (α-(2,6-Difluorophenyl)-4-morpholinepropanenitrile). As a reaction SMILES: [F:1][C:2]1[CH:7]=[CH:6][CH:5]=[C:4]([F:8])[C:3]=1[CH2:9][C:10]#[N:11].Cl.[NH:13]1[CH2:18][CH2:17][O:16][CH2:15][CH2:14]1.[CH2:19]=O>>[F:1][C:2]1[CH:7]=[CH:6][CH:5]=[C:4]([F:8])[C:3]=1[CH:9]([CH2:19][N:13]1[CH2:18][CH2:17][O:16][CH2:15][CH2:14]1)[C:10]#[N:11] |f:1.2|. Procedure: In a manner similar to Preparation 11 react 2,6-difluorobenzeneacetonitrile with morpholine hydrochloride and paraformaldehyde to obtain the title compound. Reactants: CCO, CCOC(=O)Cc1ncnc2c(NC(=O)c3c(Cl)cccc3Cl)cccc12, [Na+], [OH-], O. Product: Cc1ncnc2c(NC(=O)c3c(Cl)cccc3Cl)cccc12. As a reaction SMILES: [CH3:30][CH2:31][OH:32].[Cl:1][c:2]1[c:3]([C:4](=[O:5])[NH:6][c:7]2[cH:8][cH:9][cH:10][c:11]3[c:12]([CH2:17][C:18]([O:19][CH2:20][CH3:21])=[O:22])[n:13][cH:14][n:15][c:16]23)[c:23]([Cl:27])[cH:24][cH:25][cH:26]1.[Na+:29].[OH-:28].[OH2:33]>>[Cl:1][c:2]1[c:3]([C:4](=[O:5])[NH:6][c:7]2[cH:8][cH:9][cH:10][c:11]3[c:12]([CH3:17])[n:13][cH:14][n:15][c:16]23)[c:23]([Cl:27])[cH:24][cH:25][cH:26]1. The reactants are C1(CCCCCC1)=NO (cycloheptanone oxime), ClC1=C(C=C(C=C1)C1CCN(CC1)CCCC(=O)OCC)C(F)(F)F (ethyl 4-(4-(4-chloro-3-trifluoromethylphenyl)piperidin-1-yl)-n-butyrate). The product is ClC1=C(C=C(C=C1)C1CCN(CC1)CCCC1=C2C(=NO1)CCCCC2)C(F)(F)F (3-(3-(4-(4-chloro-3-trifluoromethylphenyl)piperidin-1-yl)propyl)-5,6,7,8-tetrahydro-4H-cyclohepta[c]isoxazole). Reaction SMILES: [C:1]1(=[N:8][OH:9])[CH2:7][CH2:6][CH2:5][CH2:4][CH2:3][CH2:2]1.[Cl:10][C:11]1[CH:16]=[CH:15][C:14]([CH:17]2[CH2:22][CH2:21][N:20]([CH2:23][CH2:24][CH2:25][C:26](OCC)=O)[CH2:19][CH2:18]2)=[CH:13][C:12]=1[C:31]([F:34])([F:33])[F:32]>>[Cl:10][C:11]1[CH:16]=[CH:15][C:14]([CH:17]2[CH2:22][CH2:21][N:20]([CH2:23][CH2:24][CH2:25][C:26]3[O:9][N:8]=[C:1]4[CH2:7][CH2:6][CH2:5][CH2:4][CH2:3][C:2]=34)[CH2:19][CH2:18]2)=[CH:13][C:12]=1[C:31]([F:34])([F:32])[F:33]. Procedure: By the same reaction and treatment as in Example 48 using cycloheptanone oxime and ethyl 4-(4-(4-chloro-3-trifluoromethylphenyl)piperidin-1-yl)-n-butyrate, 3-(3-(4-(4-chloro-3-trifluoromethylphenyl)piperidin-1-yl)propyl)-5,6,7,8-tetrahydro-4H-cyclohepta[c]isoxazole is obtained. The reactants are C(c1ccc(c2cccc(c2)C(F)(F)F)o1)=O, CC1=CN=C(C=C1)N, [C-]#[N+]C1CCCCC1. Reagents/catalysts: O=C(O)C(F)(F)F (trifluoroacetic acid). Solvent: CC(C)O (isopropyl alcohol), CC(C)O (isopropylalcohol). Run at temperature 22 celsius, time 20 hour. Yields the product Cc1ccc2nc(c(NC3CCCCC3)n2c1)c1ccc(c2cccc(c2)C(F)(F)F)o1. Isolated yield 36.3%. RXN SMILES: CC1=CC=C(N)N=C1.[C-]#[N+]C1CCCCC1.FC(F)(F)C1=CC=CC(=C1)C1=CC=C(O1)C=O>>CC1=CN2C(C=C1)=NC(C1=CC=C(O1)C1=CC(=CC=C1)C(F)(F)F)=C2NC1CCCCC1. The reactants are C1(=CC=CC=C1)OC1=CC=CC=C1 (diphenyl ether), CN1CCN(CC1)C1=NC=CC(=N1)NC=C(C(=O)OCC)C(=O)OCC (diethyl N-[2-(4-methyl-1-piperazinyl)-4-pyrimidinyl]aminomethylenemalonate). Solvent: CCCCCC (n-hexane). Conditions: time 1 hour. Yields the product CN1CCN(CC1)C=1N=CC2=C(N1)NC=C(C2=O)C(=O)OCC (Ethyl 5,8-dihydro-2-(4-methyl-1-piperazinyl)-5-oxopyrido[2,3-d]pyrimidine-6-carboxylate). Yield: 103.1%. RXN SMILES: C1(OC2C=CC=CC=2)C=CC=CC=1.[CH3:14][N:15]1[CH2:20][CH2:19][N:18]([C:21]2[N:26]=[C:25]([NH:27][CH:28]=[C:29]([C:35]([O:37][CH2:38][CH3:39])=[O:36])[C:30](OCC)=[O:31])[CH:24]=[CH:23][N:22]=2)[CH2:17][CH2:16]1>CCCCCC>[CH3:14][N:15]1[CH2:16][CH2:17][N:18]([C:21]2[N:22]=[CH:23][C:24]3[C:30](=[O:31])[C:29]([C:35]([O:37][CH2:38][CH3:39])=[O:36])=[CH:28][NH:27][C:25]=3[N:26]=2)[CH2:19][CH2:20]1. Procedure details: To a 50 ml of diphenyl ether heated at 210° - 220°C was added with stirring 7.0 g of diethyl N-[2-(4-methyl-1-piperazinyl)-4-pyrimidinyl]aminomethylenemalonate, and heating was continued for 1 hour. To the resulting mixture, after being cooled, was added 50 ml of n-hexane. The resulting precipitate was collected, washed with ethanol, and recrystallized from dimethylformamide to yield 6.3 g of the product, m.p. 266° - 268°C.